This data is from the Open Reaction Database (ORD), a public repository of structured organic reaction records. The task is: describe an organic reaction: reactants, conditions, products, and yield Reactants: CCCBr, C1CCOC1, O=C(O)C1CCCCC1, [Na]. Yields the product CCCOC(=O)C1CCCCC1. RXN SMILES: [Br:11][CH2:12][CH2:13][CH3:14].[CH2:15]1[O:16][CH2:17][CH2:18][CH2:19]1.[CH:2]1([C:8](=[O:9])[OH:10])[CH2:3][CH2:4][CH2:5][CH2:6][CH2:7]1.[Na:1]>>[CH:2]1([C:8]([O:9][CH2:12][CH2:13][CH3:14])=[O:10])[CH2:3][CH2:4][CH2:5][CH2:6][CH2:7]1.